Dataset: the Open Reaction Database (ORD), a public repository of structured organic reaction records. Task: describe an organic reaction: reactants, conditions, products, and yield The reactants are C(C)(=O)OC1C(C=2C(=NC(=C(N2)C2=CC=C(C=C2)C)C2=CC=C(C=C2)C)N(C1)CCCCCCC(=O)OCC)OC(C)=O (rac-5-(7-Ethoxy-7-oxoheptyl)-2,3-dip-tolyl-5,6,7,8-tetrahydropyrido[2,3-b]pyrazine-7,8-diyl diacetate), [Li+].[OH-] (LiOH), title products, Cl (HCl). Run in C1CCOC1 (THF), O (water). Conditions: time 18 hour. Product: OC1C(C=2C(=NC(=C(N2)C2=CC=C(C=C2)C)C2=CC=C(C=C2)C)N(C1)CCCCCCC(=O)O)O (7-(7,8-dihydroxy-2,3-dip-tolyl-7,8-dihydropyrido[2,3-b]pyrazin-5(6H)-yl)heptanoic acid). As a reaction SMILES: C([O:4][CH:5]1[CH2:28][N:27]([CH2:29][CH2:30][CH2:31][CH2:32][CH2:33][CH2:34][C:35]([O:37]CC)=[O:36])[C:8]2=[N:9][C:10]([C:20]3[CH:25]=[CH:24][C:23]([CH3:26])=[CH:22][CH:21]=3)=[C:11]([C:13]3[CH:18]=[CH:17][C:16]([CH3:19])=[CH:15][CH:14]=3)[N:12]=[C:7]2[CH:6]1[O:40]C(=O)C)(=O)C.[Li+].[OH-].Cl>C1COCC1.O>[OH:4][CH:5]1[CH2:28][N:27]([CH2:29][CH2:30][CH2:31][CH2:32][CH2:33][CH2:34][C:35]([OH:37])=[O:36])[C:8]2=[N:9][C:10]([C:20]3[CH:25]=[CH:24][C:23]([CH3:26])=[CH:22][CH:21]=3)=[C:11]([C:13]3[CH:14]=[CH:15][C:16]([CH3:19])=[CH:17][CH:18]=3)[N:12]=[C:7]2[CH:6]1[OH:40] |f:1.2|. Procedure: To a solution of rac-5-(7-ethoxy-7-oxoheptyl)-2,3-dip-tolyl-5,6,7,8-tetrahydropyrido[2,3-b]pyrazine-7,8-diyl diacetate (step 6) (117 mg, 0.199 mmol) in THF (3 ml) and water (1 ml) was added LiOH (28.6 mg, 1.194 mmol). The mixture was stirred at RT for 18 h followed by heated at 60° C. for 1 h. After cooling to RT, the mixture was acidified to pH 4/5 with 2M HCl and extracted with EtOAc. The combined organic extracts were dried (sodium sulphate), filtered and concentrated in vacuo to afford a mix... Starting materials: [H-].[Na+] (Sodium hydride), C(C)(C)(C)OC(=O)N1CCC(CC1)C1=CNC2=CC=C(C=C12)F (N-tert-butoxycarbonyl-4-(5-fluoroindol-3-yl)piperidine), C[Si](CCS(=O)(=O)Cl)(C)C (2-Trimethylsilylethanesulfonyl chloride). Run in CN(C)C=O (DMF). Conditions: time 30 minute. The product is C(C)(C)(C)OC(=O)N1CCC(CC1)C1=CN(C2=CC=C(C=C12)F)S(=O)(=O)CC[Si](C)(C)C (N-tert-butoxycarbonyl-4-[5-fluoro-1-(2-trimethylsilylethanesulfonyl)indol-3-yl]piperidine). The yield is 84.0%. RXN SMILES: [H-].[Na+].[C:3]([O:7][C:8]([N:10]1[CH2:15][CH2:14][CH:13]([C:16]2[C:24]3[C:19](=[CH:20][CH:21]=[C:22]([F:25])[CH:23]=3)[NH:18][CH:17]=2)[CH2:12][CH2:11]1)=[O:9])([CH3:6])([CH3:5])[CH3:4].[CH3:26][Si:27]([CH3:35])([CH3:34])[CH2:28][CH2:29][S:30](Cl)(=[O:32])=[O:31]>CN(C=O)C>[C:3]([O:7][C:8]([N:10]1[CH2:11][CH2:12][CH:13]([C:16]2[C:24]3[C:19](=[CH:20][CH:21]=[C:22]([F:25])[CH:23]=3)[N:18]([S:30]([CH2:29][CH2:28][Si:27]([CH3:35])([CH3:34])[CH3:26])(=[O:32])=[O:31])[CH:17]=2)[CH2:14][CH2:15]1)=[O:9])([CH3:6])([CH3:4])[CH3:5] |f:0.1|. Procedure: Sodium hydride (96 mg, 4.07 mmol) was added to a solution of N-tert-butoxycarbonyl-4-(5-fluoroindol-3-yl)piperidine (1.28 g, 4.07 mmol), [prepared as described in Step 1, above] in DMF (6 ml) at 0° C. and the reaction mixture was stirred for 30 min. 2-Trimethylsilylethanesulfonyl chloride (820 mg, 4.07 mmol) was added and the reaction mixture was slowly warmed to RT over 30 min. After 2.5 h, the reaction mixture was quenched with water (10 ml) and the product was extracted into methylene chlorid... Starting materials: COc1ccc(S(=O)(=O)NC(CC(=O)N(C)C)(C(=O)OCc2ccccc2)C(C)C)cc1, CCO, [H][H]. Yields the product COc1ccc(S(=O)(=O)NC(CC(=O)N(C)C)(C(=O)O)C(C)C)cc1. As a reaction SMILES: [CH2:1]([c:2]1[cH:3][cH:4][cH:5][cH:6][cH:7]1)[O:8][C:9]([C:10]([CH:11]([CH3:12])[CH3:13])([NH:14][S:15](=[O:16])(=[O:17])[c:18]1[cH:19][cH:20][c:21]([O:24][CH3:25])[cH:22][cH:23]1)[CH2:26][C:27]([N:28]([CH3:29])[CH3:30])=[O:31])=[O:32].[CH3:35][CH2:36][OH:37].[H:33][H:34]>>[O:8]=[C:9]([C:10]([CH:11]([CH3:12])[CH3:13])([NH:14][S:15](=[O:16])(=[O:17])[c:18]1[cH:19][cH:20][c:21]([O:24][CH3:25])[cH:22][cH:23]1)[CH2:26][C:27]([N:28]([CH3:29])[CH3:30])=[O:31])[OH:32]. The reactants are BrC1=C2C=CN(C2=CC=C1)S(=O)(=O)C1=C(C=CC(=C1)C)OC (4-bromo-1-[(2-methoxy-5-methylphenyl)sulfonyl]-1H-indole), BrC1=C2C=CN(C2=CC=C1)S(=O)(=O)C1=C(C=CC(=C1)C)OC (4-bromo-1-[(2-methoxy-5-methylphenyl)sulfonyl]-1H-indole), C(CCC)[Sn](C=C)(CCCC)CCCC (tributyl(vinyl)stannane), Pd(PPh3)2OAc2, Pd(PPh3)2OAc2. The reagents and catalysts are C(CCC)[Sn](C=C)(CCCC)CCCC (tributyl(vinyl)stannane). Solvent: C1(=CC=CC=C1)C (toluene). Conditions: temperature 110 celsius, time 17 hour. Product: COC1=C(C=C(C=C1)C)S(=O)(=O)N1C=CC2=C(C=CC=C12)C=C (1-[(2-Methoxy-5-methylphenyl)sulfonyl]-4-vinyl-1H-indole). The yield is 588.4%. As a reaction SMILES: Br[C:2]1[CH:10]=[CH:9][CH:8]=[C:7]2[C:3]=1[CH:4]=[CH:5][N:6]2[S:11]([C:14]1[CH:19]=[C:18]([CH3:20])[CH:17]=[CH:16][C:15]=1[O:21][CH3:22])(=[O:13])=[O:12].[CH2:23]([Sn](CCCC)(CCCC)C=C)[CH2:24]CC>C1(C)C=CC=CC=1.C([Sn](CCCC)(CCCC)C=C)CCC>[CH3:22][O:21][C:15]1[CH:16]=[CH:17][C:18]([CH3:20])=[CH:19][C:14]=1[S:11]([N:6]1[C:7]2[C:3](=[C:2]([CH:23]=[CH2:24])[CH:10]=[CH:9][CH:8]=2)[CH:4]=[CH:5]1)(=[O:13])=[O:12]. Procedure: 4-bromo-1-[(2-methoxy-5-methylphenyl)sulfonyl]-1H-indole (518 mg, 1.36 mmol; Intermediate 6), tributyl(vinyl)stannane (0.438 mL, 1.50 mmol) and Pd(PPh3)2OAc2 (51 mg, 0.068 mmol) were mixed in dry toluene (8 mL) and stirred 17 h at 110° C. using a STEM block. The mixture was filtered and additional tributyl(vinyl)stannane (0.200 mL, 0.68 mmol) and Pd(PPh3)2OAc2 (30 mg, 0.040 mmol) were added with continuous stirring for 23 h. Same procedure was repeated once more (additional reagents) with contin...